From a dataset of the Open Reaction Database (ORD), a public repository of structured organic reaction records. describe an organic reaction: reactants, conditions, products, and yield The reactants are CC1(C(CC2C(CCCC12C)=O)CCOCCCC(C)(C)O)C (1,1-Dimethyl-[2-(4-hydroxy-4-methylpentoxy)ethyl]-7a-methyloctahydro-4H-inden-4-one), C[Si](Cl)(C)C (trimethylchlorosilane), N1C=NC=C1 (imidazole), N1=CC=CC=C1 (pyridine). Solvent: C(C)OCC (diethyl ether). Product: CC1(C(CC2C(CCCC12C)=O)CCOCCCC(C)(O[Si](C)(C)C)C)C (1,1-Dimethyl-[2-[4-methyl-4-[(trimethylsilyl)oxy]pentoxy]ethyl]-7a-methyloctahydro-4H-inden-4-one). Isolated yield 78.9%. RXN SMILES: [CH3:1][C:2]1([CH3:23])[C:10]2([CH3:11])[CH:5]([C:6](=[O:12])[CH2:7][CH2:8][CH2:9]2)[CH2:4][CH:3]1[CH2:13][CH2:14][O:15][CH2:16][CH2:17][CH2:18][C:19]([OH:22])([CH3:21])[CH3:20].[CH3:24][Si:25]([CH3:28])([CH3:27])Cl.N1C=CN=C1.N1C=CC=CC=1>C(OCC)C>[CH3:1][C:2]1([CH3:23])[C:10]2([CH3:11])[CH:5]([C:6](=[O:12])[CH2:7][CH2:8][CH2:9]2)[CH2:4][CH:3]1[CH2:13][CH2:14][O:15][CH2:16][CH2:17][CH2:18][C:19]([CH3:21])([O:22][Si:25]([CH3:28])([CH3:27])[CH3:24])[CH3:20]. Reported procedure: 201 mg (0.62 mmol) of 50 is reacted with 205 mg (1.86 mmol) of trimethylchlorosilane, 167 mg (2.42 mmol) of imidazole and 0.25 ml of pyridine in 15 ml of diethyl ether analogously to 33., and 194 mg of the title compound is obtained as colorless oil. Reactants: CC(=O)O, O=[N+]([O-])O, COc1cc(C(=O)c2cnc3ccccc3c2)ccc1O. Yields the product COc1cc(C(=O)c2cnc3ccccc3c2)cc([N+](=O)[O-])c1O. As a reaction SMILES: [CH3:26][C:27](=[O:28])[OH:29].[OH:1][N+:2]([O-:3])=[O:4].[n:5]1[cH:6][c:7]([C:15](=[O:16])[c:17]2[cH:18][c:19]([O:24][CH3:25])[c:20]([OH:23])[cH:21][cH:22]2)[cH:8][c:9]2[cH:10][cH:11][cH:12][cH:13][c:14]12>>[O-:1][N+:2](=[O:4])[c:21]1[c:20]([OH:23])[c:19]([O:24][CH3:25])[cH:18][c:17]([C:15]([c:7]2[cH:6][n:5][c:14]3[c:9]([cH:8]2)[cH:10][cH:11][cH:12][cH:13]3)=[O:16])[cH:22]1. Starting materials: NCCCCN1C(=NC=2C(=NC=3C=CC=CC3C21)N)C (1-(4-aminobutyl)-2-methyl-1H-imidazo[4,5-c]quinolin-4-amine), C1(CCCC1)C(=O)Cl (cyclopentanecarbonyl chloride). Product: NC1=NC=2C=CC=CC2C2=C1N=C(N2CCCCNC(=O)C2CCCC2)C (N-[4-(4-amino-2-methyl-1H-imidazo[4,5-c]quinolin-1-yl)butyl]cyclopentanecarboxamide). Isolated yield 52.5%. RXN SMILES: [NH2:1][CH2:2][CH2:3][CH2:4][CH2:5][N:6]1[C:18]2[C:17]3[CH:16]=[CH:15][CH:14]=[CH:13][C:12]=3[N:11]=[C:10]([NH2:19])[C:9]=2[N:8]=[C:7]1[CH3:20].[CH:21]1([C:26](Cl)=[O:27])[CH2:25][CH2:24][CH2:23][CH2:22]1>>[NH2:19][C:10]1[C:9]2[N:8]=[C:7]([CH3:20])[N:6]([CH2:5][CH2:4][CH2:3][CH2:2][NH:1][C:26]([CH:21]3[CH2:25][CH2:24][CH2:23][CH2:22]3)=[O:27])[C:18]=2[C:17]2[CH:16]=[CH:15][CH:14]=[CH:13][C:12]=2[N:11]=1. Procedure: Using the general method of Example 197, 1-(4-aminobutyl)-2-methyl-1H-imidazo[4,5-c]quinolin-4-amine (1.00 g, 3.7 mmol) was reacted with cyclopentanecarbonyl chloride (0.50 mL, 4.1 mmol) to provide 0.71 g of N-[4-(4-amino-2-methyl-1H-imidazo[4,5-c]quinolin-1-yl)butyl]cyclopentanecarboxamide as a white solid, m.p. 168.6-169.8° C. Starting materials: [NH3+]C(Cc1ccccc1)(Cc1ccccc1)Cc1ccccc1, C=CC(C)=O, CCO, [OH-], c1ccc2c(c1)Oc1ccccc1C2=C1CCNCC1. Product: CC(=O)CCN1CCC(=C2c3ccccc3Oc3ccccc32)CC1. Reaction SMILES: [CH2:2]([C:3]([NH3+:4])([CH2:5][c:6]1[cH:7][cH:8][cH:9][cH:10][cH:11]1)[CH2:12][c:13]1[cH:14][cH:15][cH:16][cH:17][cH:18]1)[c:19]1[cH:20][cH:21][cH:22][cH:23][cH:24]1.[CH3:45][C:46](=[O:47])[CH:48]=[CH2:49].[CH3:50][CH2:51][OH:52].[OH-:1].[cH:25]1[cH:26][cH:27][cH:28][c:29]2[c:38]1[C:37](=[C:39]1[CH2:40][CH2:41][NH:42][CH2:43][CH2:44]1)[c:36]1[c:31]([cH:32][cH:33][cH:34][cH:35]1)[O:30]2>>[cH:25]1[cH:26][cH:27][cH:28][c:29]2[c:38]1[C:37](=[C:39]1[CH2:40][CH2:41][N:42]([CH2:49][CH2:48][C:46]([CH3:45])=[O:47])[CH2:43][CH2:44]1)[c:36]1[c:31]([cH:32][cH:33][cH:34][cH:35]1)[O:30]2. Reactants: CCOC(=O)Nc1ccc(-c2cnc(COCc3cc4ccccc4o3)o2)cc1, CCOCC, NCCN1CCCCC1. Product: O=C(NCCN1CCCCC1)Nc1ccc(-c2cnc(COCc3cc4ccccc4o3)o2)cc1. Reaction SMILES: [CH2:1]([O:2][C:4]([NH:5][c:6]1[cH:7][cH:8][c:9](-[c:12]2[cH:13][n:14][c:15]([CH2:17][O:18][CH2:19][c:20]3[o:21][c:22]4[c:23]([cH:24]3)[cH:25][cH:26][cH:27][cH:28]4)[o:16]2)[cH:10][cH:11]1)=[O:29])[CH3:3].[CH3:39][CH2:40][O:41][CH2:42][CH3:43].[NH2:30][CH2:31][CH2:32][N:33]1[CH2:34][CH2:35][CH2:36][CH2:37][CH2:38]1>>[C:4]([NH:5][c:6]1[cH:7][cH:8][c:9](-[c:12]2[cH:13][n:14][c:15]([CH2:17][O:18][CH2:19][c:20]3[o:21][c:22]4[c:23]([cH:24]3)[cH:25][cH:26][cH:27][cH:28]4)[o:16]2)[cH:10][cH:11]1)(=[O:29])[NH:30][CH2:31][CH2:32][N:33]1[CH2:34][CH2:35][CH2:36][CH2:37][CH2:38]1. Starting materials: CCCS(=O)(=O)Nc1ccc(F)c(C(=O)Nc2cnc3[nH]c(C#CCN(C)C)cc3c2)c1F, CCCS(=O)(=O)Nc1ccc(F)c(C(=O)Nc2cnc3[nH]cc(C#CCO)c3c2)c1F. Yields the product CCCS(=O)(=O)Nc1ccc(F)c(C(=O)Nc2cnc3[nH]cc(CCCO)c3c2)c1F. Reaction SMILES: [CH3:32][N:33]([CH3:34])[CH2:35][C:36]#[C:37][c:38]1[nH:39][c:40]2[n:41][cH:42][c:43]([NH:44][C:45](=[O:46])[c:47]3[c:48]([F:49])[cH:50][cH:51][c:52]([NH:53][S:54]([CH2:55][CH2:56][CH3:57])(=[O:58])=[O:59])[c:60]3[F:61])[cH:62][c:63]2[cH:64]1.[F:1][c:2]1[c:3]([C:4](=[O:5])[NH:6][c:7]2[cH:8][c:9]3[c:10]([n:11][cH:12]2)[nH:13][cH:14][c:15]3[C:16]#[C:17][CH2:18][OH:19])[c:20]([F:31])[cH:21][cH:22][c:23]1[NH:24][S:25](=[O:26])(=[O:27])[CH2:28][CH2:29][CH3:30]>>[F:1][c:2]1[c:3]([C:4](=[O:5])[NH:6][c:7]2[cH:8][c:9]3[c:10]([n:11][cH:12]2)[nH:13][cH:14][c:15]3[CH2:16][CH2:17][CH2:18][OH:19])[c:20]([F:31])[cH:21][cH:22][c:23]1[NH:24][S:25](=[O:26])(=[O:27])[CH2:28][CH2:29][CH3:30].